This data is from the Open Reaction Database (ORD), a public repository of structured organic reaction records. The task is: describe an organic reaction: reactants, conditions, products, and yield Starting materials: Cn1cc(NC(=O)c2cc(NC(=O)c3nccn3C)cn2C)cc1C(=O)NCCNC(=O)OC(C)(C)C, CS(C)=O, ClCCl, O=C(O)C(F)(F)F, O. The product is Cn1cc(NC(=O)c2cc(NC(=O)c3nccn3C)cn2C)cc1C(=O)NCCN. As a reaction SMILES: [C:1]([O:2][C:3](=[O:4])[NH:7][CH2:8][CH2:9][NH:10][C:11](=[O:12])[c:13]1[n:14]([CH3:36])[cH:15][c:16]([NH:18][C:19](=[O:20])[c:21]2[n:22]([CH3:35])[cH:23][c:24]([NH:26][C:27](=[O:28])[c:29]3[n:30]([CH3:34])[cH:31][cH:32][n:33]3)[cH:25]2)[cH:17]1)([CH3:5])([CH3:6])[CH3:37].[CH3:49][S:50]([CH3:51])=[O:52].[Cl:45][CH2:46][Cl:47].[F:38][C:39]([F:40])([F:41])[C:42]([OH:43])=[O:44].[OH2:48]>>[NH2:7][CH2:8][CH2:9][NH:10][C:11](=[O:12])[c:13]1[n:14]([CH3:36])[cH:15][c:16]([NH:18][C:19](=[O:20])[c:21]2[n:22]([CH3:35])[cH:23][c:24]([NH:26][C:27](=[O:28])[c:29]3[n:30]([CH3:34])[cH:31][cH:32][n:33]3)[cH:25]2)[cH:17]1. Starting materials: C(C)OC(C(=O)C=1SC(=C(C1)Br)Br)=O ((4,5-Dibromothiophen-2-yl)-oxo-acetic acid ethyl ester), [OH-].[Na+] (NaOH), C(C)(=O)O (acetic acid). Run in O (water). Yields the product BrC=1C=C(SC1Br)C(C(=O)O)=O ((4,5-dibromothiophen-2-yl)-oxo-acetic acid). The yield is 86.0%. As a reaction SMILES: C([O:3][C:4](=[O:14])[C:5]([C:7]1[S:8][C:9]([Br:13])=[C:10]([Br:12])[CH:11]=1)=[O:6])C.[OH-].[Na+].C(O)(=O)C>O>[Br:12][C:10]1[CH:11]=[C:7]([C:5](=[O:6])[C:4]([OH:14])=[O:3])[S:8][C:9]=1[Br:13] |f:1.2|. Procedure details: (4,5-Dibromothiophen-2-yl)-oxo-acetic acid ethyl ester (1.00 g, 2.92 mmol) was stirred in a mixture of 5 ml water and 1 N NaOH (3.65 ml, 3.65 mmol) at room temperature for 2 hours. The reaction was then poured into 2 N acetic acid, and extracted into 100 ml ethyl acetate. The ethyl acetate layer was dried over Na2SO4 and concentrated under vacuum to provide (4,5-dibromothiophen-2-yl)-oxo-acetic acid (788 mg, 86%). MS (M−H)−: 312.73; 1H NMR (300 MHz, DMSO-d6) δ7.98 (s). Reactants: CN(C)C=O, CCOP([O-])(=S)SCC, N#CCc1nc2ccccc2[nH]1. Product: NC(=S)Cc1nc2ccccc2[nH]1. RXN SMILES: [CH3:22][N:23]([CH3:24])[CH:25]=[O:26].[P:13](=[S:14])([O-:15])([O:16][CH2:17][CH3:18])[S:19][CH2:20][CH3:21].[n:1]1[c:2]([CH2:10][C:11]#[N:12])[nH:3][c:4]2[c:5]1[cH:6][cH:7][cH:8][cH:9]2>>[n:1]1[c:2]([CH2:10][C:11]([NH2:12])=[S:14])[nH:3][c:4]2[c:5]1[cH:6][cH:7][cH:8][cH:9]2. Starting materials: C(C)(C)NC(C)C (di-isopropyl amine), BrC1=CC=2[C@]3(C4=CC(=CC=C4OC2C=C1)OC1=NC=CC=C1)N=C(OC3)N ((4S)-2′-Bromo-7′-(2-pyridinyloxy)spiro[1,3-oxazole-4,9′-xanthen]-2-amine), CC(C#C)(C)C (3,3-dimethylbut-1-yne), CN(C)C=O (DMF). The reagents and catalysts are [Cu]I (copper(i) iodide), C=1C=CC(=CC1)[P](C=2C=CC=CC2)(C=3C=CC=CC3)[Pd]([P](C=4C=CC=CC4)(C=5C=CC=CC5)C=6C=CC=CC6)([P](C=7C=CC=CC7)(C=8C=CC=CC8)C=9C=CC=CC9)[P](C=1C=CC=CC1)(C=1C=CC=CC1)C=1C=CC=CC1 (tetrakis(triphenylphosphine)palladium). The solvent is C(C)(=O)OCC (ethyl acetate), CO (methanol), C(Cl)Cl (methylenechloride), [OH-].[NH4+] (ammonium hydroxide), O (water). Conditions: temperature 90 celsius. Product: CC(C#CC1=CC=2[C@]3(C4=CC(=CC=C4OC2C=C1)OC1=NC=CC=C1)N=C(OC3)N)(C)C ((4R)-2′-(3,3-dimethyl-1-butyn-1-yl)-7′-(2-pyridinyloxy)spiro[1,3-oxazole-4,9′-xanthen]-2-amine). Yield: 64.3%. RXN SMILES: Br[C:2]1[CH:15]=[CH:14][C:13]2[O:12][C:11]3[C:6](=[CH:7][C:8]([O:16][C:17]4[CH:22]=[CH:21][CH:20]=[CH:19][N:18]=4)=[CH:9][CH:10]=3)[C@@:5]3([CH2:26][O:25][C:24]([NH2:27])=[N:23]3)[C:4]=2[CH:3]=1.[CH3:28][C:29]([CH3:33])([CH3:32])[C:30]#[CH:31].CN(C=O)C.C(NC(C)C)(C)C>O.CO.C(Cl)Cl.[OH-].[NH4+].[Cu]I.C1C=CC([P]([Pd]([P](C2C=CC=CC=2)(C2C=CC=CC=2)C2C=CC=CC=2)([P](C2C=CC=CC=2)(C2C=CC=CC=2)C2C=CC=CC=2)[P](C2C=CC=CC=2)(C2C=CC=CC=2)C2C=CC=CC=2)(C2C=CC=CC=2)C2C=CC=CC=2)=CC=1.C(OCC)(=O)C>[CH3:28][C:29]([CH3:33])([CH3:32])[C:30]#[C:31][C:2]1[CH:15]=[CH:14][C:13]2[O:12][C:11]3[C:6](=[CH:7][C:8]([O:16][C:17]4[CH:22]=[CH:21][CH:20]=[CH:19][N:18]=4)=[CH:9][CH:10]=3)[C@@:5]3([CH2:26][O:25][C:24]([NH2:27])=[N:23]3)[C:4]=2[CH:3]=1 |f:7.8,^1:59,61,80,99|. Reported procedure: (4S)-2′-Bromo-7′-(2-pyridinyloxy)spiro[1,3-oxazole-4,9′-xanthen]-2-amine (380 mg, 0.896 mmol), copper(i) iodide (34.1 mg, 0.179 mmol), tetrakis(triphenylphosphine)palladium (104 mg, 0.090 mmol), 3,3-dimethylbut-1-yne (221 mg, 2.69 mmol) and DMF (3583 μL, 0.896 mmol) were combined in a sealable tube. The reaction vessel was flushed with argon then di-isopropyl amine (3766 μL, 26.9 mmol) was added and the vessel was sealed and heated at 90° C. for 2 hours. The reaction was diluted with water (50 m... Reactants: C([O-])([O-])=O.[K+].[K+] (potassium carbonate), C(C)(C)(C)OC(=O)COC=1C(=C2C(CC(OC2=C(C1C)C)(C)COC1=CC=C(CC2C(N(C(S2)=O)CC(=O)OC(C)(C)C)=O)C=C1)=O)C (t-Butyl α-{5-[4-(6-t-butoxycarbonylmethoxy-2,5,7,8-tetramethyl-4-oxochroman-2-ylmethoxy)benzyl ]-2,4-dioxothiazolidin-3-yl}acetate), Cl.NO (hydroxylamine hydrochloride), N1=CC=CC=C1 (pyridine). Run in C(C)(=O)OCC (Ethyl acetate), CO (methanol). Reaction conditions: time 5 day. Yields the product C(C)(C)(C)OC(=O)COC=1C(=C2C(CC(OC2=C(C1C)C)(C)COC1=CC=C(CC2C(N(C(S2)=O)CC(=O)OC(C)(C)C)=O)C=C1)=NO)C (t-Butyl α-{5-[4-(6-t-butoxycarbonylmethoxy-4-hydroxyimino-2,5,7,8-tetramethylchroman-2-ylmethoxy)benzyl]-2,4-dioxothiazolidin-3-yl}acetate). Reaction SMILES: [C:1]([O:5][C:6]([CH2:8][O:9][C:10]1[C:11]([CH3:48])=[C:12]2[C:17](=[C:18]([CH3:21])[C:19]=1[CH3:20])[O:16][C:15]([CH2:23][O:24][C:25]1[CH:46]=[CH:45][C:28]([CH2:29][CH:30]3[S:34][C:33](=[O:35])[N:32]([CH2:36][C:37]([O:39][C:40]([CH3:43])([CH3:42])[CH3:41])=[O:38])[C:31]3=[O:44])=[CH:27][CH:26]=1)([CH3:22])[CH2:14][C:13]2=O)=[O:7])([CH3:4])([CH3:3])[CH3:2].Cl.[NH2:50][OH:51].N1C=CC=CC=1.C(=O)([O-])[O-].[K+].[K+]>C(OCC)(=O)C.CO>[C:1]([O:5][C:6]([CH2:8][O:9][C:10]1[C:11]([CH3:48])=[C:12]2[C:17](=[C:18]([CH3:21])[C:19]=1[CH3:20])[O:16][C:15]([CH2:23][O:24][C:25]1[CH:26]=[CH:27][C:28]([CH2:29][CH:30]3[S:34][C:33](=[O:35])[N:32]([CH2:36][C:37]([O:39][C:40]([CH3:43])([CH3:42])[CH3:41])=[O:38])[C:31]3=[O:44])=[CH:45][CH:46]=1)([CH3:22])[CH2:14][C:13]2=[N:50][OH:51])=[O:7])([CH3:4])([CH3:2])[CH3:3] |f:1.2,4.5.6|. Procedure: A mixture of 0.5 g of t-butyl α-{5-[4-(6-t-butoxycarbonylmethoxy-2,5,7,8-tetramethyl-4-oxochroman-2-ylmethoxy)benzyl]-2,4-dioxothiazolidin-3-yl}acetate (prepared as described in Example 51), 0.2 g of hydroxylamine hydrochloride, 0.2 g of pyridine and 5 ml of methanol was allowed to stand at 25°-30° C. for 5 days. Ethyl acetate and an aqueous solution of potassium carbonate were added to the mixture, and the organic layer was separated. The organic layer was dried over anhydrous sodium sulfate. T... As a reaction SMILES: C(OCCOC1C=CC(CCN)=CC=1)C.[C:16]([NH:26][CH2:27][CH2:28][C:29]1C=C[C:32]([OH:35])=[CH:31][CH:30]=1)(OCC1C=CC=CC=1)=O.[OH-].[K+].CS(OCCOCC)(=O)=O.C(OCCOC1C=CC(CCNC(=O)OCC2C=CC=CC=2)=CC=1)C>CS(C)=O.CO>[O:35]1[CH2:32][CH:31]1[C:30]1[CH:16]=[N:26][CH:27]=[CH:28][CH:29]=1 |f:2.3|. Starting materials: C(C)OCCOC1=CC=C(CCN)C=C1 (p-(2-ethoxyethoxy)-phenethylamine), C(=O)(OCC1=CC=CC=C1)NCCC1=CC=C(C=C1)O (N-carbobenzoxytyramine), [OH-].[K+] (potassium hydroxide), CS(=O)(=O)OCCOCC (ethoxyethyl methanesulfonate), C(C)OCCOC1=CC=C(CCNC(OCC2=CC=CC=C2)=O)C=C1 (benzyl [p-(2-ethoxyethoxy)]phenethylcarbamate). Yields the product O1C(C1)C=1C=NC=CC1 (3-[(RS)-2-oxiranyl]pyridine). Solvent: CS(=O)C (DMSO), CO (methanol). Procedure details: from 1.3 g of p-(2-ethoxyethoxy)-phenethylamine (prepared by the reaction of N-carbobenzoxytyramine in DMSO in the presence of potassium hydroxide with ethoxyethyl methanesulfonate and catalytic hydrogenation of the benzyl [p-(2-ethoxyethoxy)]phenethylcarbamate obtained in methanol in the presence of pd/C) and 726 mg of 3-[(RS)-2-oxiranyl]pyridine there were obtained Reactants: [AlH4-], Cc1nc(-c2nc3c(s2)CCOc2cc(C#N)ccc2-3)n(C(C)C)n1, [Li+], C1CCOC1. Yields the product Cc1nc(-c2nc3c(s2)CCOc2cc(CN)ccc2-3)n(C(C)C)n1. As a reaction SMILES: [AlH4-:27].[CH:1]([CH3:2])([CH3:3])[n:4]1[n:5][c:6]([CH3:25])[n:7][c:8]1-[c:9]1[s:10][c:11]2[c:17]([n:18]1)-[c:16]1[c:15]([cH:22][c:21]([C:23]#[N:24])[cH:20][cH:19]1)[O:14][CH2:13][CH2:12]2.[Li+:26].[O:28]1[CH2:29][CH2:30][CH2:31][CH2:32]1>>[CH:1]([CH3:2])([CH3:3])[n:4]1[n:5][c:6]([CH3:25])[n:7][c:8]1-[c:9]1[s:10][c:11]2[c:17]([n:18]1)-[c:16]1[c:15]([cH:22][c:21]([CH2:23][NH2:24])[cH:20][cH:19]1)[O:14][CH2:13][CH2:12]2. Starting materials: CCCC1CCC(CCC)N1, ClCCCl, COc1ccc2c(C(=O)C(C)(C)C)nn(CC(=O)O)c2c1, CCN(C(C)C)C(C)C, CN(C)C=O, On1nnc2ccccc21. The product is CCCC1CCC(CCC)N1C(=O)Cn1nc(C(=O)C(C)(C)C)c2ccc(OC)cc21. RXN SMILES: [CH2:32]([CH2:33][CH3:34])[CH:35]1[NH:36][CH:37]([CH2:40][CH2:41][CH3:42])[CH2:38][CH2:39]1.[CH2:57]([Cl:58])[CH2:59][Cl:60].[CH3:1][C:2]([C:3](=[O:4])[c:5]1[n:6][n:7]([CH2:16][C:17](=[O:18])[OH:19])[c:8]2[cH:9][c:10]([O:14][CH3:15])[cH:11][cH:12][c:13]12)([CH3:20])[CH3:21].[CH:43]([N:44]([CH2:45][CH3:46])[CH:47]([CH3:48])[CH3:49])([CH3:50])[CH3:51].[O:52]=[CH:53][N:54]([CH3:55])[CH3:56].[OH:22][n:23]1[c:24]2[c:25]([cH:26][cH:27][cH:28][cH:29]2)[n:30][n:31]1>>[CH3:1][C:2]([C:3](=[O:4])[c:5]1[n:6][n:7]([CH2:16][C:17](=[O:19])[N:36]2[CH:35]([CH2:32][CH2:33][CH3:34])[CH2:39][CH2:38][CH:37]2[CH2:40][CH2:41][CH3:42])[c:8]2[cH:9][c:10]([O:14][CH3:15])[cH:11][cH:12][c:13]12)([CH3:20])[CH3:21]. Reactants: CCN1CCOCC1, CN1C(=O)NCC1C(=O)O, CCN=C=NCCCN(C)C, CN(C)C=O, NCc1cccc(C(F)(F)F)c1Cl, Cl, On1nnc2ccccc21. The product is CN1C(=O)NCC1C(=O)NCc1cccc(C(F)(F)F)c1Cl. As a reaction SMILES: [CH2:46]([N:47]1[CH2:48][CH2:49][O:50][CH2:51][CH2:52]1)[CH3:53].[CH3:1][N:2]1[C:3](=[O:10])[NH:4][CH2:5][CH:6]1[C:7](=[O:8])[OH:9].[CH3:22][N:23]([CH3:24])[CH2:25][CH2:26][CH2:27][N:28]=[C:29]=[N:30][CH2:31][CH3:32].[CH3:54][N:55]([CH3:56])[CH:57]=[O:58].[Cl:33][c:34]1[c:35]([CH2:44][NH2:45])[cH:36][cH:37][cH:38][c:39]1[C:40]([F:41])([F:42])[F:43].[ClH:21].[OH:11][n:12]1[c:13]2[cH:14][cH:15][cH:16][cH:17][c:18]2[n:19][n:20]1>>[CH3:1][N:2]1[C:3](=[O:10])[NH:4][CH2:5][CH:6]1[C:7](=[O:9])[NH:45][CH2:44][c:35]1[c:34]([Cl:33])[c:39]([C:40]([F:41])([F:42])[F:43])[cH:38][cH:37][cH:36]1. The reactants are OCCN(C1=CC=C(C=O)C=C1)CCO (4-[bis(2-hydroxyethyl)-amino]benzaldehyde), [Cl-].S(SCCNC(CN1C(=[N+](C2=C1C=CC=C2)C)C)=O)CCNC(CN2C(=[N+](C1=C2C=CC=C1)C)C)=O.[Cl-] (1,1′-{disulfanediylbis[ethane-2,1-diylimino(2-oxoethane-2,1-diyl)]}bis(2,3-dimethyl-1H-benzimidazol-3-ium) chloride). Solvent: C(C)O (ethanol), N1CCCCC1 (piperidine). The product is [Cl-].S(SCCNC(CN1C(=[N+](C2=C1C=CC=C2)C)C=CC2=CC=C(C=C2)N(CCO)CCO)=O)CCNC(CN2C(=[N+](C1=C2C=CC=C1)C)C=CC1=CC=C(C=C1)N(CCO)CCO)=O.[Cl-] (1,1′-{disulfanediylbis[ethane-2,1-diylimino(2-oxoethane-2,1-diyl)]}bis{2-[2-{4-[bis(2-hydroxyethyl)amino]phenyl}ethenyl]-3-methyl-1H-benzimidazol-3-ium}chloride). The yield is 163.3%. As a reaction SMILES: [OH:1][CH2:2][CH2:3][N:4]([CH2:13][CH2:14][OH:15])[C:5]1[CH:12]=[CH:11][C:8]([CH:9]=O)=[CH:7][CH:6]=1.[Cl-:16].[S:17]([CH2:36][CH2:37][NH:38][C:39](=[O:52])[CH2:40][N:41]1[C:45]2[CH:46]=[CH:47][CH:48]=[CH:49][C:44]=2[N+:43]([CH3:50])=[C:42]1[CH3:51])[S:18][CH2:19][CH2:20][NH:21][C:22](=[O:35])[CH2:23][N:24]1[C:28]2[CH:29]=[CH:30][CH:31]=[CH:32][C:27]=2[N+:26]([CH3:33])=[C:25]1[CH3:34].[Cl-]>C(O)C.N1CCCCC1>[Cl-:16].[S:17]([CH2:36][CH2:37][NH:38][C:39](=[O:52])[CH2:40][N:41]1[C:45]2[CH:46]=[CH:47][CH:48]=[CH:49][C:44]=2[N+:43]([CH3:50])=[C:42]1[CH:51]=[CH:9][C:8]1[CH:7]=[CH:6][C:5]([N:4]([CH2:3][CH2:2][OH:1])[CH2:13][CH2:14][OH:15])=[CH:12][CH:11]=1)[S:18][CH2:19][CH2:20][NH:21][C:22](=[O:35])[CH2:23][N:24]1[C:28]2[CH:29]=[CH:30][CH:31]=[CH:32][C:27]=2[N+:26]([CH3:33])=[C:25]1[CH:34]=[CH:9][C:8]1[CH:11]=[CH:12][C:5]([N:4]([CH2:13][CH2:14][OH:15])[CH2:3][CH2:2][OH:1])=[CH:6][CH:7]=1.[Cl-:16] |f:1.2.3,6.7.8|. Procedure details: To a stirring solution of 4-[bis(2-hydroxyethyl)-amino]benzaldehyde (1.7 g, 8.1 mmol) and 1,1′-{disulfanediylbis[ethane-2,1-diylimino(2-oxoethane-2,1-diyl)]}bis(2,3-dimethyl-1H-benzimidazol-3-ium) chloride (1.2 g, 2 mmol) in 35 ml of ethanol, 0.5 ml of piperidine was added as a catalyst. The reaction mixture was heated to reflux for 7 h. After cooling, the resulting orange solids were collected by filtration and then washed with dichloromethane and methanol. The drying afforded 1.6 g of a orange...